From a dataset of the Open Reaction Database (ORD), a public repository of structured organic reaction records. describe an organic reaction: reactants, conditions, products, and yield Reaction SMILES: Cl.[NH2:2][C:3]1[C:11]([CH3:12])=[CH:10][C:6]2[CH:7]=[CH:8][O:9][C:5]=2[CH:4]=1.CO[CH:15]1[CH2:19][CH2:18][CH:17](OC)O1>O1CCOCC1>[CH3:12][C:11]1[C:3]([N:2]2[CH:15]=[CH:19][CH:18]=[CH:17]2)=[CH:4][C:5]2[O:9][CH:8]=[CH:7][C:6]=2[CH:10]=1. Starting materials: Cl (hydrochloric acid), NC1=CC2=C(C=CO2)C=C1C (6-amino-5-methylbenzofuran), COC1OC(CC1)OC (2,5-dimethoxytetrahydrofuran). Reported procedure: 2 ml of 6N hydrochloric acid are added to a mixture of 2.95 g (20 mmole) of 6-amino-5-methylbenzofuran, 3.17 g (24 mmole) of 2,5-dimethoxytetrahydrofuran and 50 ml of dioxane and the whole is boiled under reflux for 40 minutes. The whole is then concentrated in vacuo, the residue is taken up in methylene chloride and the organic phase is washed three times with water. The crude product remaining after drying and removal of the methylene chloride is chromatographed over silica gel with ether/petr... Run in O1CCOCC1 (dioxane). Product: CC=1C(=CC2=C(C=CO2)C1)N1C=CC=C1 (5-methyl-6-(pyrrol-1-yl)-benzofuran). RXN SMILES: [CH3:1][O:2][C:3]1[C:11]([O:12]C)=[CH:10][C:6]([C:7]([OH:9])=[O:8])=[C:5]([N+:14]([O-:16])=[O:15])[CH:4]=1.Cl>[OH-].[K+]>[OH:12][C:11]1[C:3]([O:2][CH3:1])=[CH:4][C:5]([N+:14]([O-:16])=[O:15])=[C:6]([CH:10]=1)[C:7]([OH:9])=[O:8] |f:2.3|. Reported procedure: A mixture of 4,5-dimethoxy-2-nitrobenzoic acid (20.6 g, 90.7 mmol) in 20% KOH solution (136 mL) was heated at 100° C. for 12 hours. After it was cooled with ice, it was acidified with concentrated HCl to pH 2. It was filtered, washed with CH2Cl2 and EtOAc, and dried over vacuum to afford 5-hydroxy-4-methoxy-2-nitrobenzoic acid as solid (18.38 g, 95%). 1H NMR (300 MHz, DMSO-d6) δ 7.29 (s, 1H), 6.90 (s, 1H), 4.8 (br, 1H), 3.77 (s, 3H). Reaction conditions: temperature 100 celsius. Yields the product OC=1C(=CC(=C(C(=O)O)C1)[N+](=O)[O-])OC (5-hydroxy-4-methoxy-2-nitrobenzoic acid). Starting materials: COC1=CC(=C(C(=O)O)C=C1OC)[N+](=O)[O-] (4,5-dimethoxy-2-nitrobenzoic acid), Cl (HCl). The yield is 95.1%. The solvent is [OH-].[K+] (KOH).